From a dataset of the Open Reaction Database (ORD), a public repository of structured organic reaction records. describe an organic reaction: reactants, conditions, products, and yield Starting materials: C(C)OC(=O)C=1C=NC=2CCCC(C2C1O)=O (4-hydroxy-5,6,7,8-tetrahydro-5-oxo-3-quinolinecarboxylic acid ethyl ester), [OH-].[Na+] (sodium hydroxide), Cl (hydrochloric acid). Solvent: O (water). Reaction conditions: time 2 hour. Yields the product OC1=C(C=NC=2CCCC(C12)=O)C(=O)O (4-Hydroxy-5,6,7,8-tetrahydro-5-oxo-3-quinolinecarboxylic Acid). Yield: 93.7%. As a reaction SMILES: C([O:3][C:4]([C:6]1[CH:7]=[N:8][C:9]2[CH2:10][CH2:11][CH2:12][C:13](=[O:17])[C:14]=2[C:15]=1[OH:16])=[O:5])C.[OH-].[Na+].Cl>O>[OH:16][C:15]1[C:14]2[C:13](=[O:17])[CH2:12][CH2:11][CH2:10][C:9]=2[N:8]=[CH:7][C:6]=1[C:4]([OH:5])=[O:3] |f:1.2|. Procedure details: To 25 ml of water were added 4.0 g of 4-hydroxy-5,6,7,8-tetrahydro-5-oxo-3-quinolinecarboxylic acid ethyl ester and 2.9 g of sodium hydroxide. The resulting reaction mixture was stirred at 90°-95° C. for 2 hours. After being allowed to cool, the reaction mixture was adjusted to pH 2 with 6 N hydrochloric acid. The crystals so precipitated were separated by filtration, washed with water and ethyl alcohol, and then dried at 120° C. under reduced pressure for 4 hours to obtain a yield of 3.3 g of t... The reactants are [BH4-], CCO, CC(c1ccccc1)N1c2ccccc2Oc2c(C=O)cccc21, [Na+]. Yields the product CC(c1ccccc1)N1c2ccccc2Oc2c(CO)cccc21. As a reaction SMILES: [BH4-:25].[CH3:27][CH2:28][OH:29].[CH:1](=[O:2])[c:3]1[cH:4][cH:5][cH:6][c:7]2[c:16]1[O:15][c:14]1[c:9]([cH:10][cH:11][cH:12][cH:13]1)[N:8]2[CH:17]([CH3:18])[c:19]1[cH:20][cH:21][cH:22][cH:23][cH:24]1.[Na+:26]>>[CH2:1]([OH:2])[c:3]1[cH:4][cH:5][cH:6][c:7]2[c:16]1[O:15][c:14]1[c:9]([cH:10][cH:11][cH:12][cH:13]1)[N:8]2[CH:17]([CH3:18])[c:19]1[cH:20][cH:21][cH:22][cH:23][cH:24]1. The reactants are ClCCl, COc1ccc(C2Sc3ccccc3N(CCN(C)C)C(=O)C2O)cc1, C(=NC1CCCCC1)=NC1CCCCC1, O=C(O)c1ccc([N+](=O)[O-])c([N+](=O)[O-])c1. Yields the product COc1ccc(C2Sc3ccccc3N(CCN(C)C)C(=O)C2OC(=O)c2ccc([N+](=O)[O-])c([N+](=O)[O-])c2)cc1. Reaction SMILES: [CH2:57]([Cl:58])[Cl:59].[CH3:1][O:2][c:3]1[cH:4][cH:5][c:6]([CH:9]2[S:10][c:11]3[c:12]([cH:23][cH:24][cH:25][cH:26]3)[N:13]([CH2:18][CH2:19][N:20]([CH3:21])[CH3:22])[C:14](=[O:17])[CH:15]2[OH:16])[cH:7][cH:8]1.[CH:42]1([N:43]=[C:44]=[N:45][CH:46]2[CH2:47][CH2:48][CH2:49][CH2:50][CH2:51]2)[CH2:52][CH2:53][CH2:54][CH2:55][CH2:56]1.[N+:27](=[O:28])([O-:29])[c:30]1[cH:31][c:32]([C:33](=[O:34])[OH:35])[cH:36][cH:37][c:38]1[N+:39](=[O:40])[O-:41]>>[CH3:1][O:2][c:3]1[cH:4][cH:5][c:6]([CH:9]2[S:10][c:11]3[c:12]([cH:23][cH:24][cH:25][cH:26]3)[N:13]([CH2:18][CH2:19][N:20]([CH3:21])[CH3:22])[C:14](=[O:17])[CH:15]2[O:16][C:33]([c:32]2[cH:31][c:30]([N+:27](=[O:28])[O-:29])[c:38]([N+:39](=[O:40])[O-:41])[cH:37][cH:36]2)=[O:34])[cH:7][cH:8]1. Starting materials: COC=1C=C(C=CC1OC)CC#N (3,4-dimethyoxyphenylacetonitrile), C1=C(C=CC2=CC=CC=C12)C=O (2-naphthoaldehyde). Reagents/catalysts: [OH-].[Na+] (sodium hydroxide). Solvent: C(C)O (ethanol). Product: COC=1C=C(C=CC1OC)C(C#N)=CC1=CC2=CC=CC=C2C=C1 (3,4-dimethoxyphenyl-β-(naphthalen-2-yl)acrylonitrile). The yield is 82.5%. As a reaction SMILES: [CH3:1][O:2][C:3]1[CH:4]=[C:5]([CH2:11][C:12]#[N:13])[CH:6]=[CH:7][C:8]=1[O:9][CH3:10].[CH:14]1[C:23]2[C:18](=[CH:19][CH:20]=[CH:21][CH:22]=2)[CH:17]=[CH:16][C:15]=1[CH:24]=O>C(O)C.[OH-].[Na+]>[CH3:1][O:2][C:3]1[CH:4]=[C:5]([C:11](=[CH:24][C:15]2[CH:16]=[CH:17][C:18]3[C:23](=[CH:22][CH:21]=[CH:20][CH:19]=3)[CH:14]=2)[C:12]#[N:13])[CH:6]=[CH:7][C:8]=1[O:9][CH3:10] |f:3.4|. Procedure details: A mixture of 3,4-dimethyoxyphenylacetonitrile (1.77 g, 10.0 mmol, purchased from Tokyo Kasei,) and 2-naphthoaldehyde (1.56 g, 10.0 mmol, purchased from Tokyo Kasei) in 30 ml of ethanol was heated to dissolve. Two drops of 20% aqueous sodium hydroxide solution was then added and the reaction mixture was stirred over night. The precipitate was collected and washed with ethanol then with hexane, and dried to give 2.60 g (yield: 82.5%) of α-(3,4-dimethoxyphenyl-β-(naphthalen-2-yl)acrylonitrile as a ...